This data is from the Open Reaction Database (ORD), a public repository of structured organic reaction records. The task is: describe an organic reaction: reactants, conditions, products, and yield Yields the product CCOC(=O)C(C)(C)SC(C)=O. Starting materials: CCOC(=O)C(C)(C)Br, CC([O-])=S, [K+], CN(C)C=O. Reaction SMILES: [Br:1][C:2]([C:3](=[O:4])[O:5][CH2:6][CH3:7])([CH3:8])[CH3:9].[C:10]([CH3:11])(=[S:12])[O-:13].[K+:14].[O:15]=[CH:16][N:17]([CH3:18])[CH3:19]>>[C:2]([C:3](=[O:4])[O:5][CH2:6][CH3:7])([CH3:8])([CH3:9])[S:12][C:10]([CH3:11])=[O:13]. Starting materials: Cc1c(F)cc(C(=O)O)cc1B(O)O, CCOC(C)=O, CCn1c(=O)c(Cl)nc2cnn(-c3ccc(F)cc3F)c21, [Na+], [Na+], O=C([O-])[O-], C1COCCO1, c1ccc(P(c2ccccc2)(c2ccccc2)[Pd](P(c2ccccc2)(c2ccccc2)c2ccccc2)(P(c2ccccc2)(c2ccccc2)c2ccccc2)P(c2ccccc2)(c2ccccc2)c2ccccc2)cc1. Product: CCn1c(=O)c(-c2cc(C(=O)O)cc(F)c2C)nc2cnn(-c3ccc(F)cc3F)c21. RXN SMILES: [B:1]([OH:2])([OH:3])[c:4]1[cH:5][c:6]([C:7](=[O:8])[OH:9])[cH:10][c:11]([F:14])[c:12]1[CH3:13].[CH3:36][CH2:37][O:38][C:39]([CH3:40])=[O:41].[Cl:15][c:16]1[c:17](=[O:35])[n:18]([CH2:33][CH3:34])[c:19]2[c:20]([n:21]1)[cH:22][n:23][n:24]2-[c:25]1[c:26]([F:32])[cH:27][c:28]([F:31])[cH:29][cH:30]1.[Na+:48].[Na+:49].[O-:50][C:51](=[O:52])[O-:53].[O:42]1[CH2:43][CH2:44][O:45][CH2:46][CH2:47]1.[cH:54]1[cH:55][cH:56][c:57]([P:58]([Pd:59]([P:60]([c:61]2[cH:62][cH:63][cH:64][cH:65][cH:66]2)([c:67]2[cH:68][cH:69][cH:70][cH:71][cH:72]2)[c:73]2[cH:74][cH:75][cH:76][cH:77][cH:78]2)([P:79]([c:80]2[cH:81][cH:82][cH:83][cH:84][cH:85]2)([c:86]2[cH:87][cH:88][cH:89][cH:90][cH:91]2)[c:92]2[cH:93][cH:94][cH:95][cH:96][cH:97]2)[P:98]([c:99]2[cH:100][cH:101][cH:102][cH:103][cH:104]2)([c:105]2[cH:106][cH:107][cH:108][cH:109][cH:110]2)[c:111]2[cH:112][cH:113][cH:114][cH:115][cH:116]2)([c:117]2[cH:118][cH:119][cH:120][cH:121][cH:122]2)[c:123]2[cH:124][cH:125][cH:126][cH:127][cH:128]2)[cH:129][cH:130]1>>[c:4]1(-[c:16]2[c:17](=[O:35])[n:18]([CH2:33][CH3:34])[c:19]3[c:20]([n:21]2)[cH:22][n:23][n:24]3-[c:25]2[c:26]([F:32])[cH:27][c:28]([F:31])[cH:29][cH:30]2)[cH:5][c:6]([C:7](=[O:8])[OH:9])[cH:10][c:11]([F:14])[c:12]1[CH3:13]. The reactants are ClC=1C=C(C(=NC1)F)F (5-Chloro-2,3-difluoropyridine), Cl.O=C1N(CC[C@@H]1OC=1C=CC(=NC1)C(=O)OC)C1CCNCC1 ((S)-methyl 5-(2-oxo-1-(piperidin-4-yl)pyrrolidin-3-yloxy)picolinate hydrochloride), CCN(C(C)C)C(C)C (DIEA). Solvent: CN(C)C=O (DMF). Reaction conditions: temperature 100 celsius, time 8 hour. The product is ClC=1C=C(C(=NC1)N1CCC(CC1)N1C([C@H](CC1)OC=1C=CC(=NC1)C(=O)OC)=O)F ((S)-methyl 5-(1-(1-(5-chloro-3-fluoropyridin-2-yl)piperidin-4-yl)-2-oxopyrrolidin-3-yloxy)picolinate). The yield is 86.4%. Reaction SMILES: [Cl:1][C:2]1[CH:3]=[C:4]([F:9])[C:5](F)=[N:6][CH:7]=1.Cl.[O:11]=[C:12]1[C@@H:16]([O:17][C:18]2[CH:19]=[CH:20][C:21]([C:24]([O:26][CH3:27])=[O:25])=[N:22][CH:23]=2)[CH2:15][CH2:14][N:13]1[CH:28]1[CH2:33][CH2:32][NH:31][CH2:30][CH2:29]1.CCN(C(C)C)C(C)C>CN(C=O)C>[Cl:1][C:2]1[CH:3]=[C:4]([F:9])[C:5]([N:31]2[CH2:32][CH2:33][CH:28]([N:13]3[CH2:14][CH2:15][C@H:16]([O:17][C:18]4[CH:19]=[CH:20][C:21]([C:24]([O:26][CH3:27])=[O:25])=[N:22][CH:23]=4)[C:12]3=[O:11])[CH2:29][CH2:30]2)=[N:6][CH:7]=1 |f:1.2|. Procedure: 5-Chloro-2,3-difluoropyridine (0.20 g, 1.3 mmol) was added to a mixture of (S)-methyl 5-(2-oxo-1-(piperidin-4-yl)pyrrolidin-3-yloxy)picolinate hydrochloride (0.17 g, 0.44 mmol) and DIEA (0.38 mL, 2.2 mmol) in DMF (1.5 mL). The mixture was stirred at 100° C. overnight and then cooled to ambient temperature. The mixture was partitioned between saturated aqueous NH4Cl (20 mL) and EtOAc (50 mL). The organic phase was washed successively with water (20 mL), water (20 mL) and then brine (20 mL). The c... Starting materials: BrC1=NC=C(C=C1)Br (2,5-dibromopyridine), C(C)(=O)OCC (ethyl acetate), FC(OC1=CC=C(C=C1)O)(F)F (4-trifluoromethoxyphenol), [H-].[Na+] (sodium hydride). Run in CN(C)C=O (DMF), CN(C)C=O (DMF). Reaction SMILES: [F:1][C:2]([F:12])([F:11])[O:3][C:4]1[CH:9]=[CH:8][C:7]([OH:10])=[CH:6][CH:5]=1.[H-].[Na+].Br[C:16]1[CH:21]=[CH:20][C:19]([Br:22])=[CH:18][N:17]=1.C(OCC)(=O)C>CN(C=O)C>[Br:22][C:19]1[CH:20]=[CH:21][C:16]([O:10][C:7]2[CH:6]=[CH:5][C:4]([O:3][C:2]([F:11])([F:12])[F:1])=[CH:9][CH:8]=2)=[N:17][CH:18]=1 |f:1.2|. Procedure details: To a mixture of 4-trifluoromethoxyphenol (4.4 ml) and sodium hydride (60% dispersion in mineral oil, 1.35 g) in dry DMF (3 ml) was added a solution of 2,5-dibromopyridine in dry DMF (3 mL). The mixture was heated at 60° C. for 8 h. Upon cooling, ethyl acetate was added and the mixture was washed with NH4Cl 1N. The organic layer was dried (Na2SO4) and the solvent evaporated under reduced pressure. The crude product was purified by column chromatography on silica gel (eluent:AcOEt/Hexane 1:10) to ... Conditions: temperature 60 celsius. The product is BrC=1C=CC(=NC1)OC1=CC=C(C=C1)OC(F)(F)F (5-Bromo-2-({4-[(trifluoromethyl)oxy]phenyl}oxy)pyridine). Reactants: COC(C1=C(C=C(C=C1)C#N)CBr)=O (2-bromomethyl-4-cyano-benzoic acid methyl ester), C(C1=CC=C(OC)C=C1)N (PMBNH2). Run in CCOC(=O)C (EtOAc), C1CCOC1 (THF). Conditions: time 16 hour. The product is COC1=CC=C(CN2C(C3=CC=C(C=C3C2)C#N)=O)C=C1 (2-(4-Methoxy-benzyl)-1-oxo-2,3-dihydro-1H-isoindole-5-carbonitrile). RXN SMILES: CO[C:3](=[O:14])[C:4]1[CH:9]=[CH:8][C:7]([C:10]#[N:11])=[CH:6][C:5]=1[CH2:12]Br.[CH2:15]([NH2:24])[C:16]1[CH:23]=[CH:22][C:19]([O:20][CH3:21])=[CH:18][CH:17]=1>C1COCC1.CCOC(C)=O>[CH3:21][O:20][C:19]1[CH:22]=[CH:23][C:16]([CH2:15][N:24]2[CH2:12][C:5]3[C:4](=[CH:9][CH:8]=[C:7]([C:10]#[N:11])[CH:6]=3)[C:3]2=[O:14])=[CH:17][CH:18]=1. Procedure: To a solution of 2-bromomethyl-4-cyano-benzoic acid methyl ester (18.1 g, 71.24 mmol) in THF (300 mL) was added PMBNH2 (23.4 g, 178.1 mmol) at 0° C. and the reaction mixture was stirred at room temperature for 16 hours. After vacuum filtration, the filtrate was concentrated in vacuo. The residue obtained was re-dissolved in EtOAc and washed with water and brine. The organic layer was dried over anhy. Na2SO4, filtered, and concentrated in vacuo to give a crude product which was purified by column...